Task: describe an organic reaction: reactants, conditions, products, and yield. Dataset: the Open Reaction Database (ORD), a public repository of structured organic reaction records Reactants: ClC=1C(=CC(=NC1)F)I (5-chloro-2-fluoro-4-iodopyridine), N[C@@H]1CC[C@H](CC1)CNC(OC(C)(C)C)=O (tert-butyl (trans-4-aminocyclohexyl)methylcarbamate), CS(=O)C (DMSO), TEA. The solvent is C(C)(=O)OCC (ethyl acetate). Reaction conditions: temperature 95 celsius, time 26 hour. Product: ClC=1C(=CC(=NC1)N[C@@H]1CC[C@H](CC1)CNC(OC(C)(C)C)=O)I (tert-butyl (trans-4-(5-chloro-4-iodopyridin-2-yl-amino)cyclohexyl)methylcarbamate). Yield: 70.1%. RXN SMILES: [Cl:1][C:2]1[C:3]([I:9])=[CH:4][C:5](F)=[N:6][CH:7]=1.[NH2:10][C@H:11]1[CH2:16][CH2:15][C@H:14]([CH2:17][NH:18][C:19](=[O:25])[O:20][C:21]([CH3:24])([CH3:23])[CH3:22])[CH2:13][CH2:12]1.CS(C)=O>C(OCC)(=O)C>[Cl:1][C:2]1[C:3]([I:9])=[CH:4][C:5]([NH:10][C@H:11]2[CH2:16][CH2:15][C@H:14]([CH2:17][NH:18][C:19](=[O:25])[O:20][C:21]([CH3:23])([CH3:22])[CH3:24])[CH2:13][CH2:12]2)=[N:6][CH:7]=1. Reported procedure: A mixture of 5-chloro-2-fluoro-4-iodopyridine (517 mg, 2.008 mmol), tert-butyl (trans-4-aminocyclohexyl)methylcarbamate (550 mg, 2.410 mmol), DMSO (2 ml) and TEA (0.336 ml, 2.410 mmol) reaction mixture was stirred at about 95° C. for about 26 hours. The crude reaction mixture was cooled to room temperature, mixed with 125 ml ethyl acetate, washed with saturated sodium bicarbonate (2×), water (3×), saturated salt solution (1×), dried sodium sulfate, filtered and concentrated under reduced pressur...